From a dataset of the Open Reaction Database (ORD), a public repository of structured organic reaction records. describe an organic reaction: reactants, conditions, products, and yield Reactants: CSC1=CC=C(C#N)C=C1 (4-(methylthio)benzonitrile), ClC1=CC(=CC=C1)C(=O)OO (m-chloroperbenzoic acid). Solvent: C(Cl)Cl (methylene chloride), C(Cl)Cl (methylene chloride). Run at temperature -78 celsius. Product: CS(=O)C1=CC=C(C#N)C=C1 (4-(Methylsulfinyl)benzonitrile). As a reaction SMILES: [CH3:1][S:2][C:3]1[CH:10]=[CH:9][C:6]([C:7]#[N:8])=[CH:5][CH:4]=1.ClC1C=CC=C(C(OO)=[O:19])C=1>C(Cl)Cl>[CH3:1][S:2]([C:3]1[CH:10]=[CH:9][C:6]([C:7]#[N:8])=[CH:5][CH:4]=1)=[O:19]. Procedure: A stirred solution of 4-(methylthio)benzonitrile (Aldrich Chemical Co.) (36 mmol) in methylene chloride (50 mL) at -78° C. is treated dropwise with a slurry of m-chloroperbenzoic acid (36 mmol) in 50 mL of methylene chloride over a period of 30 minutes. The mixture is stirred an additional hour at -78° C. and then allowed to warm to room temperature. The reaction mixture is washed with 3N sodium hydroxide solution (50 mL), dried (magnesium sulfate) and concentrated at reduced pressure to obtain ... Starting materials: CN1CCCC1=O, C[Si](C)(C)C(F)(F)F, [Cu]I, [F-], COCCOCOc1ccc(F)nc1I, [K+], CN(C)C=O. The product is COCCOCOc1ccc(F)nc1C(F)(F)F. RXN SMILES: [CH3:31][N:32]1[CH2:33][CH2:34][CH2:35][C:36]1=[O:37].[CH3:8][Si:9]([C:10]([F:11])([F:12])[F:13])([CH3:14])[CH3:15].[Cu:38][I:39].[F-:1].[F:16][c:17]1[cH:18][cH:19][c:20]([O:24][CH2:25][O:26][CH2:27][CH2:28][O:29][CH3:30])[c:21]([I:23])[n:22]1.[K+:2].[O:3]=[CH:4][N:5]([CH3:6])[CH3:7]>>[C:10]([F:11])([F:12])([F:13])[c:21]1[c:20]([O:24][CH2:25][O:26][CH2:27][CH2:28][O:29][CH3:30])[cH:19][cH:18][c:17]([F:16])[n:22]1. Reaction conditions: time 5 hour. The product is ClC(C=1OC2=C(C1C)C=C(C=C2)C)C2CCCCC2 (2-[chloro(cyclohexyl)methyl]-3,5-dimethyl-1-benzofuran). Procedure details: To a solution (20 mL) of cyclohexyl(3,5-dimethyl-1-benzofuran-2-yl)methanol (1.13 g) synthesized above in toluene pyridine (424 μL) and thionyl chloride (382 μL) were added, and the mixture was stirred at room temperature for 5 hr. Saturated aqueous sodium hydrogen carbonate solution was added to quench the reaction, and the reaction mixture was extracted with ethyl acetate. The extract was washed with saturated brine, dried over magnesium sulfate, and concentrated under reduced pressure to give... Yield: 93.0%. Run in N1=CC=CC=C1.C1(=CC=CC=C1)C (toluene pyridine). As a reaction SMILES: [CH:1]1([CH:7]([C:9]2[O:10][C:11]3[CH:18]=[CH:17][C:16]([CH3:19])=[CH:15][C:12]=3[C:13]=2[CH3:14])O)[CH2:6][CH2:5][CH2:4][CH2:3][CH2:2]1.S(Cl)([Cl:22])=O.C(=O)([O-])O.[Na+]>N1C=CC=CC=1.C1(C)C=CC=CC=1>[Cl:22][CH:7]([CH:1]1[CH2:6][CH2:5][CH2:4][CH2:3][CH2:2]1)[C:9]1[O:10][C:11]2[CH:18]=[CH:17][C:16]([CH3:19])=[CH:15][C:12]=2[C:13]=1[CH3:14] |f:2.3,4.5|. The reactants are C1(CCCCC1)C(O)C=1OC2=C(C1C)C=C(C=C2)C (cyclohexyl(3,5-dimethyl-1-benzofuran-2-yl)methanol), S(=O)(Cl)Cl (thionyl chloride), C(O)([O-])=O.[Na+] (sodium hydrogen carbonate). The reactants are C(C)C1N=C(CCC1)OC (2-ethyl-2,3,4,5-tetrahydro-6-methoxypyridine), [Cl-].[NH4+] (ammonium chloride), title material. Run in CO (MeOH). Product: Cl.C(C)C1CCCC(N1)=N (6-ethylpiperidin-2-imine, monohydrochloride). Reaction SMILES: [CH2:1]([CH:3]1[CH2:8][CH2:7][CH2:6][C:5](OC)=[N:4]1)[CH3:2].[Cl-:11].[NH4+:12]>CO>[ClH:11].[CH2:1]([CH:3]1[NH:4][C:5](=[NH:12])[CH2:6][CH2:7][CH2:8]1)[CH3:2] |f:1.2,4.5|. Reported procedure: The product of EXAMPLE 153 in MeOH is reacted with ammonium chloride by the method of EXAMPLE 27 to generate the title material. The reactants are C, C=CCOc1ccc(C(=O)CC(=O)C(C)(C)C)cc1OC, CCO, [H][H], [Pd]. The product is CCCOc1ccc(C(=O)CC(=O)C(C)(C)C)cc1OC. Reaction SMILES: [C:24].[CH2:1]([CH:2]=[CH2:3])[O:4][c:5]1[c:6]([O:20][CH3:21])[cH:7][c:8]([C:11]([CH2:12][C:13]([C:14]([CH3:15])([CH3:16])[CH3:17])=[O:18])=[O:19])[cH:9][cH:10]1.[CH3:26][CH2:27][OH:28].[H:22][H:23].[Pd:25]>>[CH2:1]([CH2:2][CH3:3])[O:4][c:5]1[c:6]([O:20][CH3:21])[cH:7][c:8]([C:11]([CH2:12][C:13]([C:14]([CH3:15])([CH3:16])[CH3:17])=[O:18])=[O:19])[cH:9][cH:10]1. The reactants are C=CCCC(C(=O)O)c1cc(C(F)(F)F)cc(C(F)(F)F)c1, CN(C)C=O, O=C(Cl)C(=O)Cl, ClCCl, Cl, NC1(c2ccccc2)CCC(=O)CC1, c1ccncc1. Product: C=CCCC(C(=O)NC1(c2ccccc2)CCC(=O)CC1)c1cc(C(F)(F)F)cc(C(F)(F)F)c1. As a reaction SMILES: [CH2:7]([CH2:8][CH:9]=[CH2:10])[CH:11]([C:12](=[O:13])[OH:14])[c:15]1[cH:16][c:17]([C:25]([F:26])([F:27])[F:28])[cH:18][c:19]([C:21]([F:22])([F:23])[F:24])[cH:20]1.[CH3:53][N:54]([CH3:55])[CH:56]=[O:57].[Cl:1][C:2]([C:3]([Cl:4])=[O:5])=[O:6].[Cl:50][CH2:51][Cl:52].[ClH:29].[O:30]=[C:31]1[CH2:32][CH2:33][C:34]([c:37]2[cH:38][cH:39][cH:40][cH:41][cH:42]2)([NH2:43])[CH2:35][CH2:36]1.[cH:44]1[cH:45][cH:46][n:47][cH:48][cH:49]1>>[CH2:7]([CH2:8][CH:9]=[CH2:10])[CH:11]([C:12](=[O:14])[NH:43][C:34]1([c:37]2[cH:38][cH:39][cH:40][cH:41][cH:42]2)[CH2:33][CH2:32][C:31](=[O:30])[CH2:36][CH2:35]1)[c:15]1[cH:16][c:17]([C:25]([F:26])([F:27])[F:28])[cH:18][c:19]([C:21]([F:22])([F:23])[F:24])[cH:20]1. Reactants: COc1ccc(P2(=S)SP(=S)(c3ccc(OC)cc3)S2)cc1, Cc1ccccc1, Cn1c(-c2cccc(I)c2)noc1=O. Product: Cn1c(-c2cccc(I)c2)noc1=S. As a reaction SMILES: [CH3:15][O:16][c:17]1[cH:18][cH:19][c:20]([P:21]2(=[S:24])[S:22][P:23]([c:25]3[cH:26][cH:27][c:28]([O:29][CH3:30])[cH:31][cH:32]3)(=[S:33])[S:34]2)[cH:35][cH:36]1.[CH3:37][c:38]1[cH:39][cH:40][cH:41][cH:42][cH:43]1.[I:1][c:2]1[cH:3][c:4](-[c:8]2[n:9][o:10][c:11](=[O:14])[n:12]2[CH3:13])[cH:5][cH:6][cH:7]1>>[I:1][c:2]1[cH:3][c:4](-[c:8]2[n:9][o:10][c:11](=[S:24])[n:12]2[CH3:13])[cH:5][cH:6][cH:7]1. Reactants: C(C)(C)OC1=CC=C(C=C1)/C=C/C=C/C(=O)OCC (ethyl (E,E)-5-(4-isopropoxyphenyl)-2,4-pentadienate), [H-].C(C(C)C)[Al+]CC(C)C (diisobutylaluminium hydride). The product is C(C)(C)OC1=CC=C(C=C1)/C=C/C=C/CO ((E,E)-5-(4-isopropoxyphenyl)-2,4-pentadien-1-ol). RXN SMILES: [CH:1]([O:4][C:5]1[CH:10]=[CH:9][C:8](/[CH:11]=[CH:12]/[CH:13]=[CH:14]/[C:15](OCC)=[O:16])=[CH:7][CH:6]=1)([CH3:3])[CH3:2].[H-].C([Al+]CC(C)C)C(C)C>>[CH:1]([O:4][C:5]1[CH:10]=[CH:9][C:8](/[CH:11]=[CH:12]/[CH:13]=[CH:14]/[CH2:15][OH:16])=[CH:7][CH:6]=1)([CH3:3])[CH3:2] |f:1.2|. Procedure: In substantially the same manner as in Reference Example 7, ethyl (E,E)-5-(4-isopropoxyphenyl)-2,4-pentadienate was reduced with diisobutylaluminium hydride to give (E,E)-5-(4-isopropoxyphenyl)-2,4-pentadien-1-ol. Recrystallization from isopropyl ether gave colorless needles. Melting point 91-92° C. The reactants are ClC=1C=C(C(=O)Cl)C=C(C1)Cl (3,5-dichlorobenzoyl chloride), ClC=1C=C(C(=O)NC2=CC=C(C=C2)CC(=O)OCC)C=C(C1)Cl (ethyl 4-(3,5-dichlorobenzamido)-phenylacetate), ClC=1C=C(C(=O)NC2=CC=C(C=C2)CC(=O)O)C=C(C1)Cl (4-(3,5-dichlorobenzamido)-phenylacetic acid). Yields the product ClC=1C=CC(=C(C(=O)NC2=CC=C(C=C2)CC(=O)O)C1)OC (4-(5-Chloro-2-methoxybenzamido)-phenylacetic acid). As a reaction SMILES: ClC1C=C(C=C(Cl)C=1)[C:5](Cl)=[O:6].Cl[C:13]1[CH:14]=[C:15]([CH:31]=[C:32]([Cl:34])[CH:33]=1)[C:16]([NH:18][C:19]1[CH:24]=[CH:23][C:22]([CH2:25][C:26]([O:28]CC)=[O:27])=[CH:21][CH:20]=1)=[O:17].ClC1C=C(C=C(Cl)C=1)C(NC1C=CC(CC(O)=O)=CC=1)=O>>[Cl:34][C:32]1[CH:33]=[CH:13][C:14]([O:6][CH3:5])=[C:15]([CH:31]=1)[C:16]([NH:18][C:19]1[CH:20]=[CH:21][C:22]([CH2:25][C:26]([OH:28])=[O:27])=[CH:23][CH:24]=1)=[O:17]. Procedure: with 3,5-dichlorobenzoyl chloride, ethyl 4-(3,5-dichlorobenzamido)-phenylacetate; m.p. 152° C. (crude melting point); and from this, by saponification, 4-(3,5-dichlorobenzamido)-phenylacetic acid; m.p. 189° C., after recrystallization from ethanol-water. The reactants are ice water, [OH-].[Na+] (NaOH), [N+](=O)([O-])C1=CC=C(C=O)C=C1 (p-nitrobenzaldehyde), COC1=CC=C(C=C1)C(C)=O (p-methoxyacetophenone), S(O)(O)(=O)=O (sulfuric acid). The solvent is C(C)(=O)O (acetic acid). Yields the product COC1=CC=C(C(C=CC2=CC=C(C=C2)[N+](=O)[O-])=O)C=C1 (4'-Methoxy-4-nitrochalcone). The yield is 66.9%. Reaction SMILES: [N+:1]([C:4]1[CH:11]=[CH:10][C:7]([CH:8]=O)=[CH:6][CH:5]=1)([O-:3])=[O:2].[CH3:12][O:13][C:14]1[CH:19]=[CH:18][C:17]([C:20](=[O:22])[CH3:21])=[CH:16][CH:15]=1.S(=O)(=O)(O)O.[OH-].[Na+]>C(O)(=O)C>[CH3:12][O:13][C:14]1[CH:19]=[CH:18][C:17]([C:20](=[O:22])[CH:21]=[CH:8][C:7]2[CH:10]=[CH:11][C:4]([N+:1]([O-:3])=[O:2])=[CH:5][CH:6]=2)=[CH:16][CH:15]=1 |f:3.4|. Reported procedure: 30 g of p-nitrobenzaldehyde was reacted with 30 g of p-methoxyacetophenone in 200 ml of acetic acid in the presence of 34 ml of sulfuric acid at room temperature for 1 day, and the reaction mixture was poured into 1 liter of ice-water. After neutralizing the mixture with 48 g of NaOH, crystals formed were collected by filtration, and recrystallized from acetone-acetonitrile (0.2 liter/1.3 liter) to obtain 37.6 g of the desired compound. m.p. 171°-173° C.